From a dataset of the Open Reaction Database (ORD), a public repository of structured organic reaction records. describe an organic reaction: reactants, conditions, products, and yield Starting materials: C(CCC)=O (butyraldehyde), C(CCO)O (1,3-propanediol), aldehyde water. Reagents/catalysts: P(O)(O)(O)=O (phosphoric acid). Product: C(CC)C1OCCCO1 (2-propyl-1,3-dioxane). Isolated yield 56.0%. RXN SMILES: [CH:1](=[O:5])[CH2:2][CH2:3][CH3:4].[CH2:6](O)[CH2:7][CH2:8][OH:9]>P(=O)(O)(O)O>[CH2:2]([CH:1]1[O:9][CH2:8][CH2:7][CH2:6][O:5]1)[CH2:3][CH3:4]. Procedure: This example illustrates the limitations of conventional synthesis methods. A 500 mL round bottom was charged with 191 g normal butyraldehyde, 101 g of 1,3-propanediol, and 4 drops 85% phosphoric acid. The round bottom was fitted with a Dean-Stark trap and condenser and the entire apparatus was placed into an electric heating mantle and brought to reflux. The aldehyde/water azeotrope condensed and separated into the trap. Heating was maintained until 24 mL of water had evolved (1 hr). The mixtur... Starting materials: [N+](=O)([O-])C1=CC=C(C(=O)N2CCC3=C(C4=C2C=CC=C4)N=C(N3C)C)C=C1 (6-(4-nitrobenzoyl)-2,3-dimethyl-3,4,5,6-tetrahydroimidazo[4,5-d][1]benzazepine). Reagents/catalysts: [C].[Pd] (palladium-carbon). Run in CO (methyl alcohol). Product: NC1=CC=C(C(=O)N2CCC3=C(C4=C2C=CC=C4)N=C(N3C)C)C=C1 (6-(4-aminobenzoyl)-2,3-dimethyl-3,4,5,6-tetrahydroimidazo[4,5-d][1]benzazepine). RXN SMILES: [N+:1]([C:4]1[CH:27]=[CH:26][C:7]([C:8]([N:10]2[C:16]3[CH:17]=[CH:18][CH:19]=[CH:20][C:15]=3[C:14]3[N:21]=[C:22]([CH3:25])[N:23]([CH3:24])[C:13]=3[CH2:12][CH2:11]2)=[O:9])=[CH:6][CH:5]=1)([O-])=O>CO.[C].[Pd]>[NH2:1][C:4]1[CH:27]=[CH:26][C:7]([C:8]([N:10]2[C:16]3[CH:17]=[CH:18][CH:19]=[CH:20][C:15]=3[C:14]3[N:21]=[C:22]([CH3:25])[N:23]([CH3:24])[C:13]=3[CH2:12][CH2:11]2)=[O:9])=[CH:6][CH:5]=1 |f:2.3|. Reported procedure: A 1.421 g portion of 6-(4-nitrobenzoyl)-2,3-dimethyl-3,4,5,6-tetrahydroimidazo[4,5-d][1]benzazepine was dissolved in 50 ml of methyl alcohol, and the solution was mixed with 300 mg of palladium-carbon and subjected to hydrogenation under normal pressure. After completion of the hydrogen absorption, the reaction mixture was subjected to filtration and the resulting filtrate was concentrated to obtain 571 mg of 6-(4-aminobenzoyl)-2,3-dimethyl-3,4,5,6-tetrahydroimidazo[4,5-d][1]benzazepine. Starting materials: [BH4-].[Na+] (sodium tetrahydroborate), C(C1=CC=CC=C1)N (Benzylamine), C/C(/C=O)=C\C ((E)-2-methylbut-2-enal), S(=O)(=O)([O-])[O-].[Mg+2] (magnesium sulfate), Cl (HCl). Solvent: C(Cl)Cl (DCM). Conditions: time 18 hour. Product: C(C1=CC=CC=C1)NC\C(=C\C)\C ((E)-N-benzyl-2-methylbut-2-en-1-amine). Yield: 30.3%. Reaction SMILES: [CH2:1]([NH2:8])[C:2]1[CH:7]=[CH:6][CH:5]=[CH:4][CH:3]=1.[CH3:9]/[C:10](=[CH:13]\[CH3:14])/[CH:11]=O.S([O-])([O-])(=O)=O.[Mg+2].[BH4-].[Na+].Cl>C(Cl)Cl>[CH2:1]([NH:8][CH2:9]/[C:10](/[CH3:11])=[CH:13]/[CH3:14])[C:2]1[CH:7]=[CH:6][CH:5]=[CH:4][CH:3]=1 |f:2.3,4.5|. Reported procedure: Benzylamine (18.66 mmol, 2.041 ml, 2 g) was dissolved in DCM (12.00 ml). (E)-2-methylbut-2-enal (18.66 mmol, 1.803 ml, 1.570 g) and magnesium sulfate (37.3 mmol, 4.49 g) were added and the reaction mixture was stirred at room temperature for 18 hours. The resulting suspension was filtered, washing with MeOH (30 ml). The filtrate was cooled to 0° C. and sodium tetrahydroborate (93 mmol, 3.53 g) was added portionwise and the reaction mixture was then warmed to room temperature and stirred for an a... Procedure details: 4-Bromo-3-methylbenzenesulfonyl chloride (1.145 g, 4.25 mmol) was added portion wise to a solution of sodium sulfite (0.578 g, 2.29 mmol) and sodium hydrogen carbonate (0.749 g, 2.4 mmol) in water (10 mL) at 80° C. The reaction was heated to 90° C. for 3 h. The cooled reaction mixture was evaporated in vacuo to half-volume, at which point a precipitate appeared. This was removed by filtration. The filtrate was concentrated further then cooled to 5° C. and the precipitate removed by filtration. T... Solvent: O (water). RXN SMILES: [Br:1][C:2]1[CH:7]=[CH:6][C:5]([S:8](Cl)(=[O:10])=[O:9])=[CH:4][C:3]=1[CH3:12].S([O-])([O-])=O.[Na+:17].[Na+].C(=O)([O-])O.[Na+]>O>[Br:1][C:2]1[CH:7]=[CH:6][C:5]([S:8]([O-:10])=[O:9])=[CH:4][C:3]=1[CH3:12].[Na+:17] |f:1.2.3,4.5,7.8|. Isolated yield 91.7%. Product: BrC1=C(C=C(C=C1)S(=O)[O-])C.[Na+] (sodium 4-bromo-3-methylbenzenesulfinate). Conditions: temperature 90 celsius. Reactants: BrC1=C(C=C(C=C1)S(=O)(=O)Cl)C (4-Bromo-3-methylbenzenesulfonyl chloride), S(=O)([O-])[O-].[Na+].[Na+] (sodium sulfite), C(O)([O-])=O.[Na+] (sodium hydrogen carbonate). Starting materials: compound, C(C(=O)Cl)(=O)Cl (oxalyl chloride), C1=CC=CC=C1 (benzene), N1CCCC1 (pyrrolidine), CCOCC (ether). Solvent: C(Cl)Cl (methylene chloride). Run at time 21 hour. The product is OC1=C(C=CC2=CC=CC=C12)CCCCC(=O)N1CCCC1 (1-(5-[1-Hydroxy-2-naphthyl]-1-oxopentyl)-pyrrolidine). Isolated yield 76.0%. Reaction SMILES: [C:1](Cl)(=[O:5])[C:2](Cl)=O.[CH:7]1[CH:12]=[CH:11][CH:10]=[CH:9][CH:8]=1.[NH:13]1[CH2:17][CH2:16][CH2:15][CH2:14]1.CC[O:20][CH2:21][CH3:22]>C(Cl)Cl>[OH:20][C:21]1[C:22]2[C:9](=[CH:8][CH:7]=[CH:12][CH:11]=2)[CH:7]=[CH:12][C:11]=1[CH2:10][CH2:9][CH2:8][CH2:2][C:1]([N:13]1[CH2:17][CH2:16][CH2:15][CH2:14]1)=[O:5]. Reported procedure: A mixture of the compound of Example 131 Part B (1.00 g, 3.0 mmole), oxalyl chloride (1.3 mL, 15.0 mmole) and benzene (10 mL) was stirred at room temperature for 21 hours and concentrated under vacuum. The residue was dissolved in methylene chloride (10 mL) and added dropwise to a stirred solution of pyrrolidine (0.53 mL, 6.3 mmole) in methylene chloride (10 mL) at 0°. After 6.5 hours, the mixture was diluted with ether, washed with water and 1.0N hydrochloric acid, then dried over magnesium sul... Starting materials: CC(C)(C)OC(=O)NCC(=O)O, CCN=C=NCCCN(C)C, ClCCl, NC1CCN(Cc2ccc(Cl)cc2)C1, [Na+], [OH-], On1nnc2ccccc21. Product: CC(C)(C)OC(=O)NCC(=O)NC1CCN(Cc2ccc(Cl)cc2)C1. RXN SMILES: [C:15]([CH3:16])([CH3:17])([CH3:18])[O:19][C:20](=[O:21])[NH:22][CH2:23][C:24](=[O:25])[OH:26].[CH3:27][CH2:28][N:29]=[C:30]=[N:31][CH2:32][CH2:33][CH2:34][N:35]([CH3:36])[CH3:37].[Cl:50][CH2:51][Cl:52].[NH2:1][CH:2]1[CH2:3][N:4]([CH2:7][c:8]2[cH:9][cH:10][c:11]([Cl:14])[cH:12][cH:13]2)[CH2:5][CH2:6]1.[Na+:49].[OH-:48].[OH:38][n:39]1[c:40]2[c:41]([cH:42][cH:43][cH:44][cH:45]2)[n:46][n:47]1>>[NH:1]([CH:2]1[CH2:3][N:4]([CH2:7][c:8]2[cH:9][cH:10][c:11]([Cl:14])[cH:12][cH:13]2)[CH2:5][CH2:6]1)[C:24]([CH2:23][NH:22][C:20]([O:19][C:15]([CH3:16])([CH3:17])[CH3:18])=[O:21])=[O:25]. Reactants: BrBr (bromine), C(#N)C(C(=S)N)C(C)=O (2-cyano-3-oxo-thiobutyramide), C(C)(C)(C)OC (methyl t-butyl ether), C([O-])(O)=O.[Na+] (sodium bicarbonate). Run in C(C)(=O)O (acetic acid). Yields the product NC1=C(C(=NS1)Br)C(C)=O (1-(5-amino-3-bromo-isothiazol-4-yl)-ethanone). Reaction SMILES: [Br:1]Br.[C:3]([CH:5]([C:9](=[O:11])[CH3:10])[C:6]([NH2:8])=[S:7])#[N:4].C(=O)(O)[O-].[Na+].C(OC)(C)(C)C>C(O)(=O)C>[NH2:8][C:6]1[S:7][N:4]=[C:3]([Br:1])[C:5]=1[C:9](=[O:11])[CH3:10] |f:2.3|. Procedure details: Add bromine (195; mL, 3.81; mol) over 10; min to a heated solution of 2-cyano-3-oxo-thiobutyramide (550; g, 3.86; mol) in glacial acetic acid (5.80; L) at 40° C. and stir at room temperature for 15; h. Filter the reaction mixture, wash the collected solid with water and dry overnight under vacuum to give a dark red solid (1151; g). Slurry the solid with stirring in a saturated aqueous solution of sodium bicarbonate (8; L) for 30; min and filter. Wash the collected solid with water and dry overni... The reactants are C(C)OC(=O)C=1C(=NC2=CC(=CC(=C2C1)C)C)C (2,5,7-trimethylquinoline-3-carboxylic acid ethyl ester), C1(=CC=CC=C1)C (Toluene), [K].C(=O)([O-])C(O)C(O)C(=O)[O-].[Na+].[Na+] (potassium sodium tartrate), CO (Methanol). The solvent is C(Cl)Cl (DCM). Reaction conditions: temperature -78 celsius, time 1 hour. The product is CC1=NC2=CC(=CC(=C2C=C1CO)C)C ((2,5,7-trimethylquinolin-3-yl)methanol). As a reaction SMILES: C([O:3][C:4]([C:6]1[C:7]([CH3:18])=[N:8][C:9]2[C:14]([CH:15]=1)=[C:13]([CH3:16])[CH:12]=[C:11]([CH3:17])[CH:10]=2)=O)C.C1(C)C=CC=CC=1.CO.[K].C(C(C(C([O-])=O)O)O)([O-])=O.[Na+].[Na+]>C(Cl)Cl>[CH3:18][C:7]1[C:6]([CH2:4][OH:3])=[CH:15][C:14]2[C:9](=[CH:10][C:11]([CH3:17])=[CH:12][C:13]=2[CH3:16])[N:8]=1 |f:3.4.5.6,^1:27|. Procedure details: To a solution of 2,5,7-trimethylquinoline-3-carboxylic acid ethyl ester (50 mg, 0.206 mmol) in DCM (1.7 ml) at −78° C. was added DIBAI-H 1M in Toluene (29.2 mg, 0.206 mmol). Reaction mixture was stirred 1 h at −78° C. Methanol (1 ml) was added to quench the reaction at −78° C. Mixture was then warmed up to 23° C. Sat. potassium/sodium tartrate solution (Rochelle's salt, 2 ml) was added and mixture was stirred 30 min at RT. Solid was filtered off and filtrate was extracted twice with DCM. Combine... Starting materials: CC1=C(C=C2CC[C@@](OC2=C1C)(C)CCC[C@H](C)CCC[C@H](C)CCCC(C)C)O ((+)-γ-tocopherol), C(=O)([O-])[O-].[K+].[K+] (K2CO3), ClCC(=C)C (3-chloro-2-methyl propene), [Na+].[I-] (NaI). Solvent: O (water), C(Cl)Cl (DCM), CC(=O)C (acetone), CCOC(=O)C (EtOAc). Yields the product C[C@@]1(OC2=C(C(=C(C=C2CC1)OCC(=C)C)C)C)CCC[C@@H](CCC[C@@H](CCCC(C)C)C)C ((R,R,R)-2,7,8-trimethyl-6-(2-methyl-allyloxy)-2-(4,8,12-trimethyl-tridecyl)-chroman). Reaction SMILES: [CH3:1][C:2]1[C:11]([CH3:12])=[C:10]2[C:5]([CH2:6][CH2:7][C@:8]([CH2:14][CH2:15][CH2:16][C@@H:17]([CH2:19][CH2:20][CH2:21][C@@H:22]([CH2:24][CH2:25][CH2:26][CH:27]([CH3:29])[CH3:28])[CH3:23])[CH3:18])([CH3:13])[O:9]2)=[CH:4][C:3]=1[OH:30].C([O-])([O-])=O.[K+].[K+].Cl[CH2:38][C:39]([CH3:41])=[CH2:40].[Na+].[I-]>O.C(Cl)Cl.CCOC(C)=O.CC(C)=O>[CH3:13][C@@:8]1([CH2:14][CH2:15][CH2:16][C@H:17]([CH3:18])[CH2:19][CH2:20][CH2:21][C@H:22]([CH3:23])[CH2:24][CH2:25][CH2:26][CH:27]([CH3:29])[CH3:28])[CH2:7][CH2:6][C:5]2[C:10](=[C:11]([CH3:12])[C:2]([CH3:1])=[C:3]([O:30][CH2:40][C:39]([CH3:41])=[CH2:38])[CH:4]=2)[O:9]1 |f:1.2.3,5.6|. Reported procedure: (+)-γ-tocopherol (Ex-1F-1) (300 mg, 0.72 mmol), K2CO3 (199 mg, 1.44 mmol), 3-chloro-2-methyl propene (450 μL, 5.17 mmol), NaI (˜10 mg) and acetone (8 mL) were charged to a 50 mL RBF. The reaction was heated to reflux for 20 h after which time it was deemed complete by TLC (1:9 EtOAc:Hept). The reaction was diluted with water (15 mL) and DCM (10 mL). The aqueous layer was separated and washed with DCM (3×10 mL). The combined DCM layers were dried over Na2SO4, filtered and concentrated by rotary e... Reactants: O=C([O-])[O-], C1COCCO1, Cc1nnc(CCC2(c3ccccc3)CCN(C(C)c3ccc(B4OC(C)(C)C(C)(C)O4)cc3)C(=O)O2)o1, [Cs+], [Cs+], Cn1ccc(I)cc1=O. Product: Cc1nnc(CCC2(c3ccccc3)CCN(C(C)c3ccc(-c4ccn(C)c(=O)c4)cc3)C(=O)O2)o1. As a reaction SMILES: [C:48](=[O:49])([O-:50])[O-:51].[CH2:54]1[O:55][CH2:56][CH2:57][O:58][CH2:59]1.[CH3:1][c:2]1[n:3][n:4][c:5]([CH2:7][CH2:8][C:9]2([c:33]3[cH:34][cH:35][cH:36][cH:37][cH:38]3)[CH2:10][CH2:11][N:12]([CH:16]([CH3:17])[c:18]3[cH:19][cH:20][c:21]([B:24]4[O:25][C:26]([CH3:27])([CH3:28])[C:29]([CH3:30])([CH3:31])[O:32]4)[cH:22][cH:23]3)[C:13](=[O:15])[O:14]2)[o:6]1.[Cs+:52].[Cs+:53].[I:39][c:40]1[cH:41][c:42](=[O:47])[n:43]([CH3:46])[cH:44][cH:45]1>>[CH3:1][c:2]1[n:3][n:4][c:5]([CH2:7][CH2:8][C:9]2([c:33]3[cH:34][cH:35][cH:36][cH:37][cH:38]3)[CH2:10][CH2:11][N:12]([CH:16]([CH3:17])[c:18]3[cH:19][cH:20][c:21](-[c:40]4[cH:41][c:42](=[O:47])[n:43]([CH3:46])[cH:44][cH:45]4)[cH:22][cH:23]3)[C:13](=[O:15])[O:14]2)[o:6]1.